The task is: describe an organic reaction: reactants, conditions, products, and yield. This data is from the Open Reaction Database (ORD), a public repository of structured organic reaction records. Conditions: temperature 50 celsius. Reported procedure: A mixture of 2-[2-cyclopentyl-1-(4-trifluoromethyl-phenyl)-vinyl]-5-methoxy-1H-pyrrolo[2,3-b]pyridine (191 mg, 0.49 mmol) and 10% palladium on activated carbon (50 mg) in methanol (200 mL) was heated at 50° C. under hydrogen (50 psi) for 6 h. The mixture was cooled to room temperature. The catalyst was removed by filtration and washed with ethyl acetate. The filtrate was concentrated in vacuo and purified using a Waters automated flash system (column: Xterra 30 mm×100 mm, sample manager 2767, pu... Reactants: C1(CCCC1)C=C(C1=CC=C(C=C1)C(F)(F)F)C1=CC=2C(=NC=C(C2)OC)N1 (2-[2-cyclopentyl-1-(4-trifluoromethyl-phenyl)-vinyl]-5-methoxy-1H-pyrrolo[2,3-b]pyridine). Reaction SMILES: [CH:1]1([CH:6]=[C:7]([C:18]2[NH:28][C:21]3=[N:22][CH:23]=[C:24]([O:26][CH3:27])[CH:25]=[C:20]3[CH:19]=2)[C:8]2[CH:13]=[CH:12][C:11]([C:14]([F:17])([F:16])[F:15])=[CH:10][CH:9]=2)[CH2:5][CH2:4][CH2:3][CH2:2]1>[Pd].CO>[CH:1]1([CH2:6][CH:7]([C:18]2[NH:28][C:21]3=[N:22][CH:23]=[C:24]([O:26][CH3:27])[CH:25]=[C:20]3[CH:19]=2)[C:8]2[CH:13]=[CH:12][C:11]([C:14]([F:17])([F:15])[F:16])=[CH:10][CH:9]=2)[CH2:5][CH2:4][CH2:3][CH2:2]1. The reagents and catalysts are [Pd] (palladium on activated carbon). Yields the product C1(CCCC1)CC(C1=CC=C(C=C1)C(F)(F)F)C1=CC=2C(=NC=C(C2)OC)N1 (2-[2-cyclopentyl-1-(4-trifluoromethyl-phenyl)-ethyl]-5-methoxy-1H-pyrrolo[2,3-b]pyridine). Yield: 42.0%. The solvent is CO (methanol). The reactants are C(C)(C)C1=NN2C(C=CC=C2)=C1 (2-isopropylpyrazolo[1,5-a]pyridine), COC1=CC=C(C(=O)Cl)C=C1 (4-methoxybenzoyl chloride), [Al+3].[Cl-].[Cl-].[Cl-] (AlCl3), [OH-].[K+] (KOH). Solvent: C(C)OCC (ethyl ether). Reaction conditions: time 4 day. The product is C(C)(C)C1=NN2C(C=CC=C2)=C1C(=O)C1=CC=C(C=C1)OC ((2-isopropylpyrazolo[1,5-a]pyridin-3-yl)(4-methoxyphenyl)methanone). Yield: 13.6%. As a reaction SMILES: [CH:1]([C:4]1[CH:12]=[C:7]2[CH:8]=[CH:9][CH:10]=[CH:11][N:6]2[N:5]=1)([CH3:3])[CH3:2].[CH3:13][O:14][C:15]1[CH:23]=[CH:22][C:18]([C:19](Cl)=[O:20])=[CH:17][CH:16]=1.[Al+3].[Cl-].[Cl-].[Cl-].[OH-].[K+]>C(OCC)C>[CH:1]([C:4]1[C:12]([C:19]([C:18]2[CH:22]=[CH:23][C:15]([O:14][CH3:13])=[CH:16][CH:17]=2)=[O:20])=[C:7]2[CH:8]=[CH:9][CH:10]=[CH:11][N:6]2[N:5]=1)([CH3:3])[CH3:2] |f:2.3.4.5,6.7|. Procedure details: 3.2 ml of 2-isopropylpyrazolo[1,5-a]pyridine, 2.2 g of 4-methoxybenzoyl chloride and 200 mg anhydrous AlCl3 were mixed with stirring at room temperature for 4 days. After cooling, 50 ml of ethyl ether was added to the mixture, followed by addition of 4N KOH solution to pH 8-8.5 at 0-5° C. The mixture was extracted with ethyl acetate twice. The combined organic phases were washed with brine and dried over MgSO4. The ethyl acetate was evaporated under reduced pressure to obtain 6.4 g of crude prod... Reactants: Cl, C1COCCO1, O, COC(=O)COc1c(C(C)(C)C)cc(C(=O)CN2CCN(c3ccncc3)CC2)cc1C(C)(C)C. Product: CC(C)(C)c1cc(C(=O)CN2CCN(c3ccncc3)CC2)cc(C(C)(C)C)c1OCC(=O)O. As a reaction SMILES: [ClH:36].[O:37]1[CH2:38][CH2:39][O:40][CH2:41][CH2:42]1.[OH2:43].[n:1]1[cH:2][cH:3][c:4]([N:7]2[CH2:8][CH2:9][N:10]([CH2:13][C:14](=[O:15])[c:16]3[cH:17][c:18]([C:32]([CH3:33])([CH3:34])[CH3:35])[c:19]([O:20][CH2:21][C:22](=[O:23])[O:24][CH3:25])[c:26]([C:28]([CH3:29])([CH3:30])[CH3:31])[cH:27]3)[CH2:11][CH2:12]2)[cH:5][cH:6]1>>[n:1]1[cH:2][cH:3][c:4]([N:7]2[CH2:8][CH2:9][N:10]([CH2:13][C:14](=[O:15])[c:16]3[cH:17][c:18]([C:32]([CH3:33])([CH3:34])[CH3:35])[c:19]([O:20][CH2:21][C:22](=[O:23])[OH:24])[c:26]([C:28]([CH3:29])([CH3:30])[CH3:31])[cH:27]3)[CH2:11][CH2:12]2)[cH:5][cH:6]1. Procedure details: The title compound was prepared according to Method A3 from 5-oxo-5,6,7,8-tetrahydronaphtalene-2-carboxylic acid methyl ester (396 mg, 1.9 mmol) and 5-methyl-2-furaldehyde (192 mg, 2.0 mmol). ES-MS m/z 297 (M+H). Yields the product CC1=CC=C(O1)C=C1C(C=2C=CC(=CC2CC1)C(=O)OC)=O (methyl 6-(5-methyl-2-furylmethylene)-5-oxo-5,6,7,8-tetrahydronaphthalene-2-carboxylate). Reactants: COC(=O)C1=CC=2CCCC(C2C=C1)=O (5-oxo-5,6,7,8-tetrahydronaphtalene-2-carboxylic acid methyl ester), CC1=CC=C(O1)C=O (5-methyl-2-furaldehyde). RXN SMILES: [CH3:1][O:2][C:3]([C:5]1[CH:14]=[CH:13][C:12]2[C:11](=[O:15])[CH2:10][CH2:9][CH2:8][C:7]=2[CH:6]=1)=[O:4].[CH3:16][C:17]1[O:21][C:20]([CH:22]=O)=[CH:19][CH:18]=1>>[CH3:22][C:20]1[O:21][C:17]([CH:16]=[C:10]2[CH2:9][CH2:8][C:7]3[CH:6]=[C:5]([C:3]([O:2][CH3:1])=[O:4])[CH:14]=[CH:13][C:12]=3[C:11]2=[O:15])=[CH:18][CH:19]=1. The reactants are C(C)(=O)O (acetic acid), C(C)(=O)O[BH-](OC(C)=O)OC(C)=O.[Na+] (sodium triacetoxyborohydride), CN1CC2N(C3=C(NCC2)C=CC=C3)CC1 (3-methyl-1,2,3,4,4a,5,6,7-octahydropyrazino[1,2-a][1,5]benzodiazepine), C(C)(=O)O[BH-](OC(C)=O)OC(C)=O.[Na+] (Sodium triacetoxyborohydride), ice, BrC1=CC=C(C=O)C=C1 (4-bromobenzaldehyde). The reagents and catalysts are Cl (HCl). Run in O1CCCC1 (tetrahydrofuran). Conditions: time 5 hour. Yields the product BrC1=CC=C(CN2CCC3N(C4=C2C=CC=C4)CCN(C3)C)C=C1 (7-(4-bromobenzyl)-3-methyl-1,2,3,4,4a,5,6,7-octahydropyrazino[1,2-a][1,5]benzodiazepine). As a reaction SMILES: C(O[BH-](OC(=O)C)OC(=O)C)(=O)C.[Na+].[Br:15][C:16]1[CH:23]=[CH:22][C:19]([CH:20]=O)=[CH:18][CH:17]=1.[CH3:24][N:25]1[CH2:39][CH2:38][N:28]2[C:29]3[CH:37]=[CH:36][CH:35]=[CH:34][C:30]=3[NH:31][CH2:32][CH2:33][CH:27]2[CH2:26]1.C(O)(=O)C>O1CCCC1.Cl>[Br:15][C:16]1[CH:23]=[CH:22][C:19]([CH2:20][N:31]2[C:30]3[CH:34]=[CH:35][CH:36]=[CH:37][C:29]=3[N:28]3[CH2:38][CH2:39][N:25]([CH3:24])[CH2:26][CH:27]3[CH2:33][CH2:32]2)=[CH:18][CH:17]=1 |f:0.1|. Reported procedure: Sodium triacetoxyborohydride (200 mg, 0.944 mmol) was added to an ice-cooled solution of 4-bromobenzaldehyde (122 mg, 0.659 mmol) and the product of Example 22F (63 mg, 0.290 mmol) in tetrahydrofuran (5 mL). A few drops of 10% HCl (aq) were added, and the mixture was allowed to warm to room temperature. After 5 hours, acetic acid (2 mL) and additional sodium triacetoxyborohydride (200 mg, 0.944 mmol) were added, and the mixture was stirred an additional 15 hours. The reaction mixture was concent... Starting materials: O (water), ClC1=CC2=C(C3=CC=CC=C3N=C2C=C1)C#N (2-chloro-9-cyano-acridine), S(O)(O)(=O)=O (sulfuric acid), N(=O)[O-].[Na+] (sodium nitrite), O (water). Reaction conditions: temperature 100 celsius. The product is ClC1=CC2=C(C3=CC=CC=C3N=C2C=C1)C(=O)O (2-chloro-9-carboxy-acridine). RXN SMILES: [Cl:1][C:2]1[CH:15]=[CH:14][C:13]2[C:4](=[C:5]([C:16]#N)[C:6]3[C:11]([N:12]=2)=[CH:10][CH:9]=[CH:8][CH:7]=3)[CH:3]=1.S(=O)(=O)(O)[OH:19].N([O-])=O.[Na+].[OH2:27]>>[Cl:1][C:2]1[CH:15]=[CH:14][C:13]2[C:4](=[C:5]([C:16]([OH:19])=[O:27])[C:6]3[C:11]([N:12]=2)=[CH:10][CH:9]=[CH:8][CH:7]=3)[CH:3]=1 |f:2.3|. Reported procedure: A mixture of 19.8 gm of 2-chloro-9-cyano-acridine and 120 cc of 90% sulfuric acid was heated for 3 hours at 100°C and then cooled to 15°-20°C. A solution of 15 gm of sodium nitrite in 30 cc of water was added to the reaction mixture and the mixture was heated at 100°C for 2 hours. After cooling, the reaction mixture was added to a mixture of ice and water and then filtered. The precipitate was washed with water and extracted with a 10% aqueous sodium carbonate solution. The solution was made aci... Reactants: ClCCl, CCOCC, O=[Cr](=O)([O-])O[Cr](=O)(=O)[O-], c1cc[nH+]cc1, c1cc[nH+]cc1, OC(C#Cc1cccs1)c1ccccc1. Yields the product O=C(C#Cc1cccs1)c1ccccc1. RXN SMILES: [CH2:22]([Cl:23])[Cl:24].[CH2:40]([O:41][CH2:42][CH3:43])[CH3:44].[Cr:1]([O:2][Cr:3]([O-:4])(=[O:5])=[O:6])([O-:7])(=[O:8])=[O:9].[nH+:10]1[cH:11][cH:12][cH:13][cH:14][cH:15]1.[nH+:16]1[cH:17][cH:18][cH:19][cH:20][cH:21]1.[s:25]1[c:26]([C:30]#[C:31][CH:32]([OH:33])[c:34]2[cH:35][cH:36][cH:37][cH:38][cH:39]2)[cH:27][cH:28][cH:29]1>>[s:25]1[c:26]([C:30]#[C:31][C:32](=[O:33])[c:34]2[cH:35][cH:36][cH:37][cH:38][cH:39]2)[cH:27][cH:28][cH:29]1.